Dataset: the Open Reaction Database (ORD), a public repository of structured organic reaction records. Task: describe an organic reaction: reactants, conditions, products, and yield The product is COC(C)(C)CCC1CCCC(=O)C1. Starting materials: CCOC(=O)C1C(=O)CCCC1CCC(C)(C)OC, CO, [K+], [OH-], O. As a reaction SMILES: [C:1]([O:2][CH2:3][CH3:4])(=[O:5])[CH:6]1[C:7](=[O:19])[CH2:8][CH2:9][CH2:10][CH:11]1[CH2:12][CH2:13][C:14]([CH3:15])([CH3:16])[O:17][CH3:18].[CH3:22][OH:23].[K+:21].[OH-:20].[OH2:24]>>[CH2:6]1[C:7](=[O:19])[CH2:8][CH2:9][CH2:10][CH:11]1[CH2:12][CH2:13][C:14]([CH3:15])([CH3:16])[O:17][CH3:18].